Dataset: the Open Reaction Database (ORD), a public repository of structured organic reaction records. Task: describe an organic reaction: reactants, conditions, products, and yield Yield: 33.8%. The reactants are CN(C)CC=1C=C(OCCCNC2=NC(=NN2C)NC(=O)OCC)C=CC1 (5-[[3-[3-[(dimethylamino)methyl]phenoxy]propyl]amino]-1-methyl-1H-1,2,4-triazole-3-carbamic acid, ethyl ester). The product is CN1N=C(N=C1NCCCOC1=CC(=CC=C1)CN(C)C)NC (1-Methyl-N3 -methyl-N5 -[3-[3-[(dimethylamino)methyl]phenoxy]propyl]-1H-1,2,4-triazole-3,5-diamine). RXN SMILES: [CH3:1][N:2]([CH2:4][C:5]1[CH:6]=[C:7]([CH:25]=[CH:26][CH:27]=1)[O:8][CH2:9][CH2:10][CH2:11][NH:12][C:13]1[N:17]([CH3:18])[N:16]=[C:15]([NH:19][C:20](OCC)=O)[N:14]=1)[CH3:3]>O1CCCC1>[CH3:18][N:17]1[C:13]([NH:12][CH2:11][CH2:10][CH2:9][O:8][C:7]2[CH:25]=[CH:26][CH:27]=[C:5]([CH2:4][N:2]([CH3:3])[CH3:1])[CH:6]=2)=[N:14][C:15]([NH:19][CH3:20])=[N:16]1. Procedure details: A mixture of 5-[[3-[3-[(dimethylamino)methyl]phenoxy]propyl]amino]-1-methyl-1H-1,2,4-triazole-3-carbamic acid, ethyl ester (0.35 g) lithium aluminium hydride (0.13 g) and tetrahydrofuran (10 ml) was heated under reflux for 48 h. The mixture was quenched with water (0.5 ml), filtered and the filtrate was evaporated. The residue was purified by column chromatography on silica with methanol as the eluant to give the title compound as a pale yellow oil (0.1 g). TLC silica; methanol/0.88 ammonia 80:1... The solvent is O1CCCC1 (tetrahydrofuran). Solvent: ClCCl (dichloromethane). Product: C(C)(=O)C1=CC=C(C2=CC=CC=C12)Cl (1-Acetyl-4-chloronaphthalene). Conditions: time 20 minute. The reactants are [Cl-].[Al+3].[Cl-].[Cl-] (aluminum chloride), Cl (hydrochloric acid), ClC1=CC=CC2=CC=CC=C12 (1-chloronaphthalene), C(C)(=O)Cl (acetyl chloride). The yield is 55.0%. Reported procedure: To aluminum chloride (54.5 g) and dichloromethane (250 ml) was dropwise added 1-chloronaphthalene (47 ml) under ice-cooling over 10 minutes. The obtained reaction mixture was stirred for 20 minutes and acetyl chloride (25 ml) was dropwise added over 40 minutes. The reaction mixture was stirred at room temperature for 4 hours and with refluxing for 20 minutes. The reaction mixture was cooled to room temperature, poured into 1N hydrochloric acid (300 ml), extracted with dichloromethane, washed wit... RXN SMILES: [Cl-].[Al+3].[Cl-].[Cl-].[Cl:5][C:6]1[C:15]2[C:10](=[CH:11][CH:12]=[CH:13][CH:14]=2)[CH:9]=[CH:8][CH:7]=1.[C:16](Cl)(=[O:18])[CH3:17].Cl>ClCCl>[C:16]([C:9]1[C:10]2[C:15](=[CH:14][CH:13]=[CH:12][CH:11]=2)[C:6]([Cl:5])=[CH:7][CH:8]=1)(=[O:18])[CH3:17] |f:0.1.2.3|. Starting materials: O=C([O-])[O-], CC(C)N1CCC(CC2CCNCC2)CC1, CC#N, COC(=O)c1cnc(Cl)cn1, [K+], [K+]. The product is COC(=O)c1cnc(N2CCC(CC3CCN(C(C)C)CC3)CC2)cn1. RXN SMILES: [C:28](=[O:29])([O-:30])[O-:31].[CH3:1][CH:2]([CH3:3])[N:4]1[CH2:5][CH2:6][CH:7]([CH2:10][CH:11]2[CH2:12][CH2:13][NH:14][CH2:15][CH2:16]2)[CH2:8][CH2:9]1.[CH3:34][C:35]#[N:36].[Cl:17][c:18]1[n:19][cH:20][c:21]([C:24](=[O:25])[O:26][CH3:27])[n:22][cH:23]1.[K+:32].[K+:33]>>[CH3:1][CH:2]([CH3:3])[N:4]1[CH2:5][CH2:6][CH:7]([CH2:10][CH:11]2[CH2:12][CH2:13][N:14]([c:18]3[n:19][cH:20][c:21]([C:24](=[O:25])[O:26][CH3:27])[n:22][cH:23]3)[CH2:15][CH2:16]2)[CH2:8][CH2:9]1. Starting materials: C(C1=CC=CC=C1)OC[C@@H]1OCCC[C@@H]1OCCCCCCCCCCCCCCCC (cis-2-benzyloxymethyl-3-hexadecyloxytetrahydropyran). Reagents/catalysts: [Pd] (palladium on activated carbon). Run in CO (methanol), C(C)O (ethanol). The product is C(CCCCCCCCCCCCCCC)O[C@@H]1[C@@H](OCCC1)CO (cis-3-Hexadecyloxy-2-hydroxymethyltetrahydropyran). RXN SMILES: C([O:8][CH2:9][C@H:10]1[C@@H:15]([O:16][CH2:17][CH2:18][CH2:19][CH2:20][CH2:21][CH2:22][CH2:23][CH2:24][CH2:25][CH2:26][CH2:27][CH2:28][CH2:29][CH2:30][CH2:31][CH3:32])[CH2:14][CH2:13][CH2:12][O:11]1)C1C=CC=CC=1>CO.C(O)C.[Pd]>[CH2:17]([O:16][C@H:15]1[CH2:14][CH2:13][CH2:12][O:11][C@H:10]1[CH2:9][OH:8])[CH2:18][CH2:19][CH2:20][CH2:21][CH2:22][CH2:23][CH2:24][CH2:25][CH2:26][CH2:27][CH2:28][CH2:29][CH2:30][CH2:31][CH3:32]. Reported procedure: 1.409 g of dl-cis-2-benzyloxymethyl-3-hexadecyloxytetrahydropyran (prepared as described in Preparation 45) was dissolved in 100 ml of a 1:1 by volume mixture of methanol and ethanol. 0.70 g of a 10% w/w palladium on activated carbon catalyst was then added to the resulting solution. Catalytic reduction using the same procedure as described in Preparation 44 yielded 1.116 g of a crude substance, which was then subjected to column chromatography through 30 g of silica gel. Those fractions eluted ... Reactants: C(C)(C)(C)OC(=O)N[C@@H](C(=O)N([C@H](CC(C)C)C(=O)OC)[C@@H](C(=O)O)C1=CC=C(C=C1)F)C1CC2=CC=CC=C2C1 ((2R)-{[(2R)-2-[(tert-butoxycarbonyl)amino]-2-(2,3-dihydro-1H-inden-2-yl)ethanoyl][(1R)-1-(methoxycarbonyl)-3-methylbutyl]amino}(4-fluorophenyl)ethanoic acid), C(C)(C)N(CC)C(C)C (diisopropylethylamine), (1-hydroxy-1H-benzotriazolato-O)tri-1-pyrrolidinyl-(T-4)-hexafluorophosphate, FC(CN)(F)F (2,2,2-trifluoroethylamine). Solvent: CN(C=O)C (N,N-dimethylformamide). Reaction conditions: time 2 minute. Product: C1C(CC2=CC=CC=C12)[C@@H]1C(N([C@@H](C(N1)=O)CC(C)C)[C@@H](C(=O)NCC(F)(F)F)C1=CC=C(C=C1)F)=O ((2R)-2-[(3R,6R)-3-(2,3-dihydro-1H-inden-2-yl)-6-isobutyl-2,5-dioxopiperazin-1-yl]-2-(4-fluorophenyl)-N-(2,2,2-trifluoroethyl)ethanamide). As a reaction SMILES: C(O[C:6]([NH:8][C@H:9]([CH:33]1[CH2:41][C:40]2[C:35](=[CH:36][CH:37]=[CH:38][CH:39]=2)[CH2:34]1)[C:10]([N:12]([C@H:22]([C:26]1[CH:31]=[CH:30][C:29]([F:32])=[CH:28][CH:27]=1)[C:23](O)=[O:24])[C@@H:13](C(OC)=O)[CH2:14][CH:15]([CH3:17])[CH3:16])=[O:11])=[O:7])(C)(C)C.C(N(C(C)C)CC)(C)C.[F:51][C:52]([F:56])([F:55])[CH2:53][NH2:54]>CN(C)C=O>[CH2:41]1[C:40]2[C:35](=[CH:36][CH:37]=[CH:38][CH:39]=2)[CH2:34][CH:33]1[C@H:9]1[NH:8][C:6](=[O:7])[C@@H:13]([CH2:14][CH:15]([CH3:17])[CH3:16])[N:12]([C@H:22]([C:26]2[CH:27]=[CH:28][C:29]([F:32])=[CH:30][CH:31]=2)[C:23]([NH:54][CH2:53][C:52]([F:56])([F:55])[F:51])=[O:24])[C:10]1=[O:11]. Procedure details: A solution of (2R)-{[(2R)-2-[(tert-butoxycarbonyl)amino]-2-(2,3-dihydro-1H-inden-2-yl)ethanoyl][(1R)-1-(methoxycarbonyl)-3-methylbutyl]amino}(4-fluorophenyl)ethanoic acid (73 mg) in N,N-dimethylformamide (2 ml) was sequentially treated with diisopropylethylamine (51 μl), phosphorusI (1-hydroxy-1H-benzotriazolato-O)tri-1-pyrrolidinyl-(T-4)-hexafluorophosphate (80 mg) and then after 2 minutes, 2,2,2-trifluoroethylamine (25 μl). This reaction mixture was stirred for 2 hours before being partitioned... The reactants are CC1(NC(CCC1)(C)C)C (2,2,6,6-tetramethylpiperidine), C(CCC)[Li] (butyllithium), ClC1=NC=CN=C1 (2-chloropyrazine), Cl (HCl), CN1CC(CCC1)=O (1-methylpiperidin-3-one). Solvent: C1CCOC1 (THF), CCCCCC (hexane), CCOCC (ether), C1CCOC1 (THF), C(C)O (ethanol), C1CCOC1 (THF). Reaction conditions: temperature -77 celsius, time 20 minute. Yields the product ClC=1C(=NC=CN1)C1(CN(CCC1)C)O (3-(3-Chloropyrazinyl)-1-methyl-3-piperidinol). Yield: 53.4%. RXN SMILES: CC1(C)CCCC(C)(C)N1.C([Li])CCC.[Cl:16][C:17]1[CH:22]=[N:21][CH:20]=[CH:19][N:18]=1.[CH3:23][N:24]1[CH2:29][CH2:28][CH2:27][C:26](=[O:30])[CH2:25]1.Cl>C1COCC1.CCCCCC.CCOCC.C(O)C>[Cl:16][C:17]1[C:22]([C:26]2([OH:30])[CH2:27][CH2:28][CH2:29][N:24]([CH3:23])[CH2:25]2)=[N:21][CH:20]=[CH:19][N:18]=1. Procedure: A solution of 7.2 ml 2,2,6,6-tetramethylpiperidine (0.034 mol) in 300 ml of dry THF was cooled to -8° C. as 25 ml of 1.6 M butyllithium (0.04 mol) in hexane was added dropwise. The reaction was stirred 20 min then cooled to -77° C. A solution of 2.9 ml of 2-chloropyrazine (0.031 mol) in 5 ml of THF was added dropwise to the reaction. After another 15 min, 3.5 g of 1-methylpiperidin-3-one (0.035 mol) in 10 ml of THF was added dropwise. After the addition, the reaction was stirred 1.5 h followed b... The reactants are BrC1=CC(=C(C=C1)C(=O)N1CCN(CC1)C1=NC=C(C=C1C)C)F ((4-bromo-2-fluorophenyl)[4-(3,5-dimethylpyridin-2-yl)piperazin-1-yl]methanone), CC=1C(=NC=C(C1)C)N1CCN(CC1)C(=O)C1=C(C=C(C=C1)N1C(N(C(C1C)=O)CC1=CC=C(C=C1)OC)=O)F (1-{4-[4-(3,5-dimethylpyridin-2-yl)piperazine-1-carbonyl]-3-fluorophenyl}-3-(4-methoxybenzyl)-5-methylimidazolidine-2,4-dione), COC1=CC=C(CN2C(NC(C2=O)C)=O)C=C1 (3-(4-methoxybenzyl)-5-methylimidazolidine-2,4-dione). Product: CC=1C(=NC=C(C1)C)N1CCN(CC1)C(=O)C1=C(C=C(C=C1)N1C(NC(C1C)=O)=O)F (1-{4-[4-(3,5-dimethylpyridin-2-yl)piperazine-1-carbonyl]-3-fluorophenyl}-5-methylimidazolidine-2,4-dione). Reaction SMILES: BrC1C=CC(C(N2CCN(C3C(C)=CC(C)=CN=3)CC2)=O)=C(F)C=1.COC1C=CC(CN2C(=O)C(C)NC2=O)=CC=1.[CH3:42][C:43]1[C:44]([N:50]2[CH2:55][CH2:54][N:53]([C:56]([C:58]3[CH:63]=[CH:62][C:61]([N:64]4[CH:68]([CH3:69])[C:67](=[O:70])[N:66](CC5C=CC(OC)=CC=5)[C:65]4=[O:80])=[CH:60][C:59]=3[F:81])=[O:57])[CH2:52][CH2:51]2)=[N:45][CH:46]=[C:47]([CH3:49])[CH:48]=1>>[CH3:42][C:43]1[C:44]([N:50]2[CH2:51][CH2:52][N:53]([C:56]([C:58]3[CH:63]=[CH:62][C:61]([N:64]4[CH:68]([CH3:69])[C:67](=[O:70])[NH:66][C:65]4=[O:80])=[CH:60][C:59]=3[F:81])=[O:57])[CH2:54][CH2:55]2)=[N:45][CH:46]=[C:47]([CH3:49])[CH:48]=1. Procedure: Using (4-bromo-2-fluorophenyl)[4-(3,5-dimethylpyridin-2-yl)piperazin-1-yl]methanone (314 mg) described in Preparation Example 114 and 3-(4-methoxybenzyl)-5-methylimidazolidine-2,4-dione (225 mg) described in Preparation Example 51 and by the reaction and treatment in the same manner as in Example 508, the title compound (184 mg) was obtained via 1-{4-[4-(3,5-dimethylpyridin-2-yl)piperazine-1-carbonyl]-3-fluorophenyl}-3-(4-methoxybenzyl)-5-methylimidazolidine-2,4-dione.